Dataset: the Open Reaction Database (ORD), a public repository of structured organic reaction records. Task: describe an organic reaction: reactants, conditions, products, and yield The reactants are O=C([O-])[O-], CN(C)C=O, O=S(=O)(OCC(F)(F)F)C(F)(F)F, [K+], [K+], N#Cc1c(N2CCc3ccccc3CC2)nc(CCOC2CCCCO2)[nH]c1=O. Product: N#Cc1c(OCC(F)(F)F)nc(CCOC2CCCCO2)nc1N1CCc2ccccc2CC1. Reaction SMILES: [C:43](=[O:44])([O-:45])[O-:46].[CH3:49][N:50]([CH3:51])[CH:52]=[O:53].[F:30][C:31]([F:32])([F:33])[S:34]([O:35][CH2:36][C:37]([F:38])([F:39])[F:40])(=[O:41])=[O:42].[K+:47].[K+:48].[O:1]=[c:2]1[c:3]([C:28]#[N:29])[c:4]([N:17]2[CH2:18][CH2:19][c:20]3[c:21]([cH:24][cH:25][cH:26][cH:27]3)[CH2:22][CH2:23]2)[n:5][c:6]([CH2:8][CH2:9][O:10][CH:11]2[O:12][CH2:13][CH2:14][CH2:15][CH2:16]2)[nH:7]1>>[O:1]([c:2]1[c:3]([C:28]#[N:29])[c:4]([N:17]2[CH2:18][CH2:19][c:20]3[c:21]([cH:24][cH:25][cH:26][cH:27]3)[CH2:22][CH2:23]2)[n:5][c:6]([CH2:8][CH2:9][O:10][CH:11]2[O:12][CH2:13][CH2:14][CH2:15][CH2:16]2)[n:7]1)[CH2:36][C:37]([F:38])([F:39])[F:40].